This data is from the Open Reaction Database (ORD), a public repository of structured organic reaction records. The task is: describe an organic reaction: reactants, conditions, products, and yield Starting materials: BrCCC=1C=CC2=C(NC(CO2)=O)C1 (6-(2-bromoethyl)-3-oxo-2,3-dihydro-1,4-benzoxazine), [I-].[K+] (potassium iodide), CN(C=O)C (dimethylformamide). Yields the product NCCC=1C=CC2=C(NC(CO2)=O)C1 (6-(2-Aminoethyl)-3-oxo-2,3-dihydro-1,4-benzoxazine). As a reaction SMILES: Br[CH2:2][CH2:3][C:4]1[CH:5]=[CH:6][C:7]2[O:12][CH2:11][C:10](=[O:13])[NH:9][C:8]=2[CH:14]=1.[I-].[K+].C[N:18](C)C=O>>[NH2:18][CH2:2][CH2:3][C:4]1[CH:5]=[CH:6][C:7]2[O:12][CH2:11][C:10](=[O:13])[NH:9][C:8]=2[CH:14]=1 |f:1.2|. Procedure: In a 250-cm3 ground-necked flask, 0.01 mol of 6-(2-bromoethyl)-3-oxo-2,3-dihydro-1,4-benzoxazine and 0.3 g of potassium iodide are dissolved in 30 cm3 of dimethylformamide. The yield is 95.7%. Yields the product C1(=CC=CC=C1)C(SC=1C(=NC=CC1)CSCCNC(=O)OC(C)(C)C)(C1=CC=CC=C1)C1=CC=CC=C1 (3-Triphenylmethylthio-2-(N-t-butoxycarbonylaminoethylthiomethyl)pyridine). Solvent: CN(C)C=O (DMF), CN(C)C=O (DMF), C(C)(=O)OCC.CCCCCC (ethyl acetate hexane). Procedure details: Into a 3 L round bottom flask equipped with a mechanical stirrer, thermometer and nitrogen purge was charged 3-triphenylmethylthio-2-hydroxymethylpyridine (40.0 g, 0.104 mol, 1 eq.) followed by DMF (1.2 L). The solution was cooled to 0° C. and a pre-formed solution of thionyl chloride (12.4 g, 0.104 mol, 1.0 eq.) in DMF (200 mL) was charged dropwise over approximately 5 minutes. To this orange coloured solution was charged BOC-cysteamine (18.4 g, 0.104 mol, 1 eq.) followed by finely powdered pot... As a reaction SMILES: [C:1]1([C:7]([C:23]2[CH:28]=[CH:27][CH:26]=[CH:25][CH:24]=2)([C:17]2[CH:22]=[CH:21][CH:20]=[CH:19][CH:18]=2)[S:8][C:9]2[C:10]([CH2:15]O)=[N:11][CH:12]=[CH:13][CH:14]=2)[CH:6]=[CH:5][CH:4]=[CH:3][CH:2]=1.S(Cl)(Cl)=O.[C:33]([NH:40][CH2:41][CH2:42][SH:43])([O:35][C:36]([CH3:39])([CH3:38])[CH3:37])=[O:34].C(=O)([O-])[O-].[K+].[K+]>CN(C=O)C.C(OCC)(=O)C.CCCCCC>[C:23]1([C:7]([C:1]2[CH:2]=[CH:3][CH:4]=[CH:5][CH:6]=2)([C:17]2[CH:18]=[CH:19][CH:20]=[CH:21][CH:22]=2)[S:8][C:9]2[C:10]([CH2:15][S:43][CH2:42][CH2:41][NH:40][C:33]([O:35][C:36]([CH3:37])([CH3:38])[CH3:39])=[O:34])=[N:11][CH:12]=[CH:13][CH:14]=2)[CH:28]=[CH:27][CH:26]=[CH:25][CH:24]=1 |f:3.4.5,7.8|. Run at temperature 0 celsius, time 2 hour. Reactants: C1(=CC=CC=C1)C(SC=1C(=NC=CC1)CO)(C1=CC=CC=C1)C1=CC=CC=C1 (3-triphenylmethylthio-2-hydroxymethylpyridine), C([O-])([O-])=O.[K+].[K+] (potassium carbonate), S(=O)(Cl)Cl (thionyl chloride), EtOAc hexanes, C(=O)(OC(C)(C)C)NCCS (BOC-cysteamine), ice water. Reactants: C(C)OC(=O)C=1C=NC=2CCCC(C2C1O)NC(C)=O (5-Acetamido-4-hydroxy-5,6,7,8-tetrahydroquinoline-3-carboxylic acid ethyl ester). Solvent: [OH-].[Na+] (sodium hydroxide). Run at temperature 110 celsius. The product is C(C)(=O)NC1C=2C(=C(C=NC2CCC1)C(=O)O)O (5-Acetamido-4-hydroxy-5,6,7,8-tetrahydroquinoline-3-carboxylic Acid). Yield: 55.6%. Reaction SMILES: C([O:3][C:4]([C:6]1[CH:7]=[N:8][C:9]2[CH2:10][CH2:11][CH2:12][CH:13]([NH:17][C:18](=[O:20])[CH3:19])[C:14]=2[C:15]=1[OH:16])=[O:5])C>[OH-].[Na+]>[C:18]([NH:17][CH:13]1[CH2:12][CH2:11][CH2:10][C:9]2[N:8]=[CH:7][C:6]([C:4]([OH:5])=[O:3])=[C:15]([OH:16])[C:14]1=2)(=[O:20])[CH3:19] |f:1.2|. Procedure: 5-Acetamido-4-hydroxy-5,6,7,8-tetrahydroquinoline-3-carboxylic acid ethyl ester (0.8 g) was suspended in 20 ml of 1 N sodium hydroxide. The resulting reaction mixture was heated on an oil bath at 110° C. for 2 hours. After being cooled, the reaction mixture was filtered to remove the insoluble matter, and the filtrate was adjusted to pH 2.5 with dilute hydrochloric acid. The precipitate so formed was separated by filtration to obtain a yield of 0.4 g of the desired compound. This compound melted...